From a dataset of the Open Reaction Database (ORD), a public repository of structured organic reaction records. describe an organic reaction: reactants, conditions, products, and yield Reactants: C(=O)(O)C1=CC=CC2=C1SC=C2CC (7-Carboxy-3-ethylbenzo[b]thiophene), S(O)(O)(=O)=O (sulfuric acid), CO (methanol). Product: C(C)C=1C2=C(SC1)C(=CC=C2)C(=O)OC (3-Ethyl-7-(methoxycarbonyl)benzo[b]thiophene). As a reaction SMILES: [C:1]([C:4]1[C:9]2[S:10][CH:11]=[C:12]([CH2:13][CH3:14])[C:8]=2[CH:7]=[CH:6][CH:5]=1)([OH:3])=[O:2].S(=O)(=O)(O)O.[CH3:20]O>>[CH2:13]([C:12]1[C:8]2[CH:7]=[CH:6][CH:5]=[C:4]([C:1]([O:3][CH3:20])=[O:2])[C:9]=2[S:10][CH:11]=1)[CH3:14]. Reported procedure: 7-Carboxy-3-ethylbenzo[b]thiophene (3.20 g) and concentrated sulfuric acid were stirred in methanol (100 ml) at 60° C. for 16 hr. The reaction mixture was concentrated and chloroform was added thereto. The mixture was washed with a saturated aqueous solution of sodium hydrogencarbonate. The chloroform was separated, and the residue was dried over magnesium sulfate, and concentrated to give the objective compound (3.04 g). Starting materials: C(C)OC(CCCOC1=C(C(=CC=C1)CCCCCCOC1=CC(=CC(=C1)O)Br)CCC(=O)OCC)=O (4-[3-[6-(3-bromo-5-hydroxy-phenoxy)-hexyl]-2-(2-ethoxycarbonyl-ethyl)-phenoxy]-butyric acid ethyl ester), C([O-])([O-])=O.[K+].[K+] (potassium carbonate), CN(C=O)C (dimethylformamide), ICC (iodoethane). The product is C(C)OC(CCCOC1=C(C(=CC=C1)CCCCCCOC1=CC(=CC(=C1)OCC)Br)CCC(=O)OCC)=O (4-[3-[6-(3-bromo-5-ethoxy-phenoxy)-hexyl]-2-(2-ethoxycarbonyl-ethyl)-phenoxy]-butyric acid ethyl ester). Procedure: To a mixture of 4-[3-[6-(3-bromo-5-hydroxy-phenoxy)-hexyl]-2-(2-ethoxycarbonyl-ethyl)-phenoxy]-butyric acid ethyl ester (163 mg, 0.28 mmol) and potassium carbonate (117 mg, 0.84 mmol) were added dimethylformamide (4 mL), acetone (8 mL), and iodoethane (219 mg, 1.4 mmol) at room temperature. The resulting suspension was heated to reflux for 2 days. Then, the reaction mixture was cooled to room temperature and diluted with water (20 mL). The organic compound was extracted into ethyl acetate (2×25 ... Reaction SMILES: [CH2:1]([O:3][C:4](=[O:37])[CH2:5][CH2:6][CH2:7][O:8][C:9]1[CH:14]=[CH:13][CH:12]=[C:11]([CH2:15][CH2:16][CH2:17][CH2:18][CH2:19][CH2:20][O:21][C:22]2[CH:27]=[C:26]([OH:28])[CH:25]=[C:24]([Br:29])[CH:23]=2)[C:10]=1[CH2:30][CH2:31][C:32]([O:34][CH2:35][CH3:36])=[O:33])[CH3:2].C(=O)([O-])[O-].[K+].[K+].CN(C)C=O.I[CH2:50][CH3:51]>O.CC(C)=O>[CH2:1]([O:3][C:4](=[O:37])[CH2:5][CH2:6][CH2:7][O:8][C:9]1[CH:14]=[CH:13][CH:12]=[C:11]([CH2:15][CH2:16][CH2:17][CH2:18][CH2:19][CH2:20][O:21][C:22]2[CH:27]=[C:26]([O:28][CH2:50][CH3:51])[CH:25]=[C:24]([Br:29])[CH:23]=2)[C:10]=1[CH2:30][CH2:31][C:32]([O:34][CH2:35][CH3:36])=[O:33])[CH3:2] |f:1.2.3|. Yield: 97.6%. Solvent: O (water), CC(=O)C (acetone). Reactants: CN(C)C=O, Fc1ccccc1CCl, [H-], [Na+], O, CCOC(=O)CCc1cn(Cc2ccc3cc(O)ccc3c2)cc1-c1ccccc1. RXN SMILES: [CH3:43][N:44]([CH3:45])[CH:46]=[O:47].[F:33][c:34]1[c:35]([CH2:36][Cl:37])[cH:38][cH:39][cH:40][cH:41]1.[H-:1].[Na+:2].[OH2:42].[OH:3][c:4]1[cH:5][c:6]2[cH:7][cH:8][c:9]([CH2:14][n:15]3[cH:16][c:17]([CH2:26][CH2:27][C:28](=[O:29])[O:30][CH2:31][CH3:32])[c:18](-[c:20]4[cH:21][cH:22][cH:23][cH:24][cH:25]4)[cH:19]3)[cH:10][c:11]2[cH:12][cH:13]1>>[O:3]([c:4]1[cH:5][c:6]2[cH:7][cH:8][c:9]([CH2:14][n:15]3[cH:16][c:17]([CH2:26][CH2:27][C:28](=[O:29])[O:30][CH2:31][CH3:32])[c:18](-[c:20]4[cH:21][cH:22][cH:23][cH:24][cH:25]4)[cH:19]3)[cH:10][c:11]2[cH:12][cH:13]1)[CH2:36][c:35]1[c:34]([F:33])[cH:41][cH:40][cH:39][cH:38]1. The product is CCOC(=O)CCc1cn(Cc2ccc3cc(OCc4ccccc4F)ccc3c2)cc1-c1ccccc1. Starting materials: CC(C)NC(C)C, ClC(Cl)Cl, Oc1cccc2cnc(Cl)nc12, O=C1CCC(=O)N1Br. Product: Oc1c(Br)ccc2cnc(Cl)nc12. As a reaction SMILES: [CH:21]([NH:22][CH:23]([CH3:24])[CH3:25])([CH3:26])[CH3:27].[Cl:28][CH:29]([Cl:30])[Cl:31].[Cl:9][c:10]1[n:11][c:12]2[c:13]([OH:20])[cH:14][cH:15][cH:16][c:17]2[cH:18][n:19]1.[O:1]=[C:2]1[N:3]([Br:8])[C:4](=[O:5])[CH2:6][CH2:7]1>>[Br:8][c:14]1[c:13]([OH:20])[c:12]2[n:11][c:10]([Cl:9])[n:19][cH:18][c:17]2[cH:16][cH:15]1. Reactants: 4b, ClC1=CC=C(C=N1)S(=O)(=O)N1C[C@]2(CC3=C(C=C2CC1)N(N=C3)C3=CC=C(C=C3)F)COC ((R)-6-(6-chloropyridine-3-sulfonyl)-1-(4-fluorophenyl)-4a-methoxymethyl-4,4a,5,6,7,8-hexahydro-1H-1,2,6-triazacyclopenta[b]naphthalene), N1CCCC1 (pyrrolidine). Yields the product FC1=CC=C(C=C1)N1N=CC2=C1C=C1CCN(C[C@]1(C2)COC)S(=O)(=O)C=2C=NC(=CC2)N2CCCC2 ((R)-1-(4-Fluorophenyl)-4a-methoxymethyl-6-[[6-(1-pyrrolidinyl)-3-pyridinyl]sulfonyl]-1,4,7,8-tetrahydro-1,2,6-triazacyclopenta[b]naphthalene). RXN SMILES: Cl[C:2]1[N:7]=[CH:6][C:5]([S:8]([N:11]2[CH2:20][CH2:19][C:18]3[C@:13]([CH2:31][O:32][CH3:33])([CH2:14][C:15]4[CH:23]=[N:22][N:21]([C:24]5[CH:29]=[CH:28][C:27]([F:30])=[CH:26][CH:25]=5)[C:16]=4[CH:17]=3)[CH2:12]2)(=[O:10])=[O:9])=[CH:4][CH:3]=1.[NH:34]1[CH2:38][CH2:37][CH2:36][CH2:35]1>>[F:30][C:27]1[CH:28]=[CH:29][C:24]([N:21]2[C:16]3[CH:17]=[C:18]4[C@:13]([CH2:31][O:32][CH3:33])([CH2:14][C:15]=3[CH:23]=[N:22]2)[CH2:12][N:11]([S:8]([C:5]2[CH:6]=[N:7][C:2]([N:34]3[CH2:38][CH2:37][CH2:36][CH2:35]3)=[CH:3][CH:4]=2)(=[O:10])=[O:9])[CH2:20][CH2:19]4)=[CH:25][CH:26]=1. Procedure: The title compound was prepared by the method of Preparation 4b using (R)-6-(6-chloropyridine-3-sulfonyl)-1-(4-fluorophenyl)-4a-methoxymethyl-4,4a,5,6,7,8-hexahydro-1H-1,2,6-triazacyclopenta[b]naphthalene and pyrrolidine. LCMS (Method C): 524 (M+H)+, Retention time 11.6 minutes. The reactants are CCOC(=O)CCc1cn(Cc2cc(OCc3ccc4ccccc4n3)no2)nc1OCC, CCO, Cl, [Na+], C1CCOC1, [OH-]. Yields the product CCOc1nn(Cc2cc(OCc3ccc4ccccc4n3)no2)cc1CCC(=O)O. RXN SMILES: [CH2:1]([CH3:2])[O:3][c:4]1[n:5][n:6]([CH2:16][c:17]2[cH:18][c:19]([O:22][CH2:23][c:24]3[n:25][c:26]4[cH:27][cH:28][cH:29][cH:30][c:31]4[cH:32][cH:33]3)[n:20][o:21]2)[cH:7][c:8]1[CH2:9][CH2:10][C:11](=[O:12])[O:13][CH2:14][CH3:15].[CH3:42][CH2:43][OH:44].[ClH:41].[Na+:35].[O:36]1[CH2:37][CH2:38][CH2:39][CH2:40]1.[OH-:34]>>[CH2:1]([CH3:2])[O:3][c:4]1[n:5][n:6]([CH2:16][c:17]2[cH:18][c:19]([O:22][CH2:23][c:24]3[n:25][c:26]4[cH:27][cH:28][cH:29][cH:30][c:31]4[cH:32][cH:33]3)[n:20][o:21]2)[cH:7][c:8]1[CH2:9][CH2:10][C:11](=[O:12])[OH:13]. The reactants are ClC1=C(C(=O)NC=2C=CC=C3C(=CC=NC23)N=P(C2=CC=CC=C2)(C2=CC=CC=C2)C2=CC=CC=C2)C(=CC=C1)Cl (8-(2,6-dichlorobenzoylamino)-4-[(triphenylphosphoranylidene)amino]quinoline), Cl (hydrochloric acid), [OH-].[Na+] (sodium hydroxide). The solvent is C(C)(=O)O (acetic acid). Reaction conditions: temperature 130 celsius. Yields the product NC1=CC=NC2=C(C=CC=C12)NC(C1=C(C=CC=C1Cl)Cl)=O (4-amino-8-(2,6-dichlorobenzoylamino)quinoline). Yield: 100.1%. Reaction SMILES: [Cl:1][C:2]1[CH:40]=[CH:39][CH:38]=[C:37]([Cl:41])[C:3]=1[C:4]([NH:6][C:7]1[CH:8]=[CH:9][CH:10]=[C:11]2[C:16]=1[N:15]=[CH:14][CH:13]=[C:12]2[N:17]=P(C1C=CC=CC=1)(C1C=CC=CC=1)C1C=CC=CC=1)=[O:5].Cl.[OH-].[Na+]>C(O)(=O)C>[NH2:17][C:12]1[C:11]2[C:16](=[C:7]([NH:6][C:4](=[O:5])[C:3]3[C:2]([Cl:1])=[CH:40][CH:39]=[CH:38][C:37]=3[Cl:41])[CH:8]=[CH:9][CH:10]=2)[N:15]=[CH:14][CH:13]=1 |f:2.3|. Reported procedure: A mixture of 8-(2,6-dichlorobenzoylamino)-4-[(triphenylphosphoranylidene)amino]quinoline (310 mg), 6N hydrochloric acid (5 ml) and acetic acid (5 ml) was heated for 3 hours at 130° C. After cooling, the mixture was neutralized with 6N sodium hydroxide solution, and the insoluble material was collected by filtration. The residue was recrystallized from ethyl acetate to give 4-amino-8-(2,6-dichlorobenzoylamino)quinoline (174 mg). Reactants: C(C1=CC=CC=C1)C1=CC2=C(NC(N2)=S)C=C1 (5-benzyl-benzimidazoline-2-thione), CC(=O)C=C (methylvinylketone). The product is O=C(CCN1C(N(C2=C1C=CC(=C2)CC2=CC=CC=C2)CCC(C)=O)=S)C (1,3-bis(3-Oxo-butyl)-5-benzyl-2-thioxo-benzimidazole). Reaction SMILES: [CH2:1]([C:8]1[CH:17]=[CH:16][C:11]2[NH:12][C:13](=[S:15])[NH:14][C:10]=2[CH:9]=1)[C:2]1[CH:7]=[CH:6][CH:5]=[CH:4][CH:3]=1.[CH3:18][C:19]([CH:21]=[CH2:22])=[O:20]>>[O:20]=[C:19]([CH3:18])[CH2:21][CH2:22][N:12]1[C:11]2[CH:16]=[CH:17][C:8]([CH2:1][C:2]3[CH:3]=[CH:4][CH:5]=[CH:6][CH:7]=3)=[CH:9][C:10]=2[N:14]([CH2:22][CH2:21][C:19](=[O:20])[CH3:18])[C:13]1=[S:15]. Procedure details: 14.4 g (60 mmoles) of 5-benzyl-benzimidazoline-2-thione amd 45 ml of methylvinylketone are boiled for 4 hours in the presence of 2 drops of 40%, methynolic Triton B solution. Then the reaction mixture is evaporated off. During storage the distillation residue crystallizes. This is recrystallized from 200 ml of ethanol and thus 19.86 g (87%) of title product melting at a temperature of 98°-100° C. are obtained. The reactants are CCCC(C)(Oc1ccc(CCCC2CN(Cc3ccc(C(F)(F)F)cc3)C(=O)N2C)cc1)C(=O)OCC, CCO, [Na+], [OH-]. Product: CCCC(C)(Oc1ccc(CCCC2CN(Cc3ccc(C(F)(F)F)cc3)C(=O)N2C)cc1)C(=O)O. Reaction SMILES: [CH2:1]([CH3:2])[O:3][C:4]([C:5]([CH2:6][CH2:7][CH3:8])([O:9][c:10]1[cH:11][cH:12][c:13]([CH2:16][CH2:17][CH2:18][CH:19]2[N:20]([CH3:36])[C:21](=[O:35])[N:22]([CH2:24][c:25]3[cH:26][cH:27][c:28]([C:31]([F:32])([F:33])[F:34])[cH:29][cH:30]3)[CH2:23]2)[cH:14][cH:15]1)[CH3:37])=[O:38].[CH3:41][CH2:42][OH:43].[Na+:40].[OH-:39]>>[O:3]=[C:4]([C:5]([CH2:6][CH2:7][CH3:8])([O:9][c:10]1[cH:11][cH:12][c:13]([CH2:16][CH2:17][CH2:18][CH:19]2[N:20]([CH3:36])[C:21](=[O:35])[N:22]([CH2:24][c:25]3[cH:26][cH:27][c:28]([C:31]([F:32])([F:33])[F:34])[cH:29][cH:30]3)[CH2:23]2)[cH:14][cH:15]1)[CH3:37])[OH:38]. The reactants are COC1=C(C=CC=C1)S (o-methoxythiophenol), COC=1C=C(C=CC1)SCl (m-methoxybenzenesulfenyl chloride), COC=1C=C(C=CC1)S (m-methoxythiophenol), COC1=C(C=CC=C1)SCl (o-methoxybenzenesulfenyl chloride). Yields the product COC1=CC=C(C=C1)SCl (p-Methoxybenzenesulfenyl Chloride). Reaction SMILES: [CH3:1][O:2][C:3]1[CH:8]=[CH:7][CH:6]=[CH:5][C:4]=1S.COC1C=C(S)C=CC=1.COC1C=CC=CC=1[S:27][Cl:28].COC1C=C(SCl)C=CC=1>>[CH3:1][O:2][C:3]1[CH:8]=[CH:7][C:6]([S:27][Cl:28])=[CH:5][CH:4]=1. Procedure details: By the same procedure or by the procedure of Example 13, o-methoxythiophenol and m-methoxythiophenol are converted, respectively, to o-methoxybenzenesulfenyl chloride and m-methoxybenzenesulfenyl chloride.